The task is: describe an organic reaction: reactants, conditions, products, and yield. This data is from the Open Reaction Database (ORD), a public repository of structured organic reaction records. Reactants: C[O-].[Na+] (Sodium methoxide), [N+](=O)([O-])C(C)C (2-nitropropane), BrC=1C(=NC(=CC1C)C)CBr (3-bromo-2-(bromomethyl)-4,6-dimethylpyridine). Run in CO (methanol). Conditions: time 20 minute. The product is BrC=1C(=NC(=CC1C)C)C=O (3-bromo-4,6-dimethylpicolinaldehyde). As a reaction SMILES: C[O-].[Na+].[N+](C(C)C)([O-])=[O:5].[Br:10][C:11]1[C:12]([CH2:19]Br)=[N:13][C:14]([CH3:18])=[CH:15][C:16]=1[CH3:17]>CO>[Br:10][C:11]1[C:12]([CH:19]=[O:5])=[N:13][C:14]([CH3:18])=[CH:15][C:16]=1[CH3:17] |f:0.1|. Procedure details: Sodium methoxide (581 mg) was added to a solution of 2-nitropropane (0.982 mL) in methanol (20 mL) at room temperature, and the mixture was stirred at the same temperature for 20 minutes. 3-bromo-2-(bromomethyl)-4,6-dimethylpyridine obtained in Preparation Example 33(1) (1.00 g) was added to the reaction mixture, and the mixture was stirred at 50° C. for five hours. The reaction mixture was concentrated under reduced pressure, and water was added to the residue, followed by extraction with ethyl... RXN SMILES: [C:5]([c:6]1[cH:7][cH:8][cH:9][cH:10][cH:11]1)(=[O:12])[NH:13][c:14]1[c:15]([C:16](=[O:17])[O:18][CH3:19])[cH:20][cH:21][c:22]([O:24][CH2:25][CH2:26][CH2:27][c:28]2[cH:29][cH:30][cH:31][cH:32][cH:33]2)[cH:23]1.[CH3:3][OH:4].[Na+:2].[O:34]1[CH2:35][CH2:36][CH2:37][CH2:38]1.[OH-:1]>>[C:5]([c:6]1[cH:7][cH:8][cH:9][cH:10][cH:11]1)(=[O:12])[NH:13][c:14]1[c:15]([C:16](=[O:17])[OH:18])[cH:20][cH:21][c:22]([O:24][CH2:25][CH2:26][CH2:27][c:28]2[cH:29][cH:30][cH:31][cH:32][cH:33]2)[cH:23]1. Product: O=C(Nc1cc(OCCCc2ccccc2)ccc1C(=O)O)c1ccccc1. Starting materials: COC(=O)c1ccc(OCCCc2ccccc2)cc1NC(=O)c1ccccc1, CO, [Na+], C1CCOC1, [OH-]. The reactants are NCCCOC1=CC=C(C(=O)N2[C@H](C[C@H](C3=CC=CC=C23)N(C(C)=O)C2=CC=C(C=C2)Cl)C)C=C1 ((2S,4R)-N-{1-[4-(3-amino-propoxy)-benzoyl]-2-methyl-1,2,3,4-tetrahydro-quinolin-4-yl}-N-(4-chloro-phenyl)-acetamide), NCCCOC1=CC=C(C(=O)N2[C@H](C[C@H](C3=CC=CC=C23)N(C(C)=O)C2=CC=C(C=C2)Cl)C)C=C1 ((2S,4R)-N-{1-[4-(3-amino-propoxy)-benzoyl]-2-methyl-1,2,3,4-tetrahydro-quinolin-4-yl}-N-(4-chloro-phenyl)-acetamide), BrCC(=O)OCC (ethyl bromoacetate), C([O-])([O-])=O.[K+].[K+] (potassium carbonate). Solvent: CN(C=O)C (dimethylformamide). Reaction conditions: temperature 50 celsius. Product: C(C)(=O)N([C@@H]1C[C@@H](N(C2=CC=CC=C12)C(=O)C1=CC=C(OCCCNCC(=O)O)C=C1)C)C1=CC=C(C=C1)Cl ({[3-(4-{[(2S,4R)-4-[acetyl(4-chlorophenyl)amino]-2-methyl-3,4-dihydroquinolin-1(2H)-yl]carbonyl}phenoxy)propyl]amino}acetic acid). As a reaction SMILES: [NH2:1][CH2:2][CH2:3][CH2:4][O:5][C:6]1[CH:35]=[CH:34][C:9]([C:10]([N:12]2[C:21]3[C:16](=[CH:17][CH:18]=[CH:19][CH:20]=3)[C@H:15]([N:22]([C:26]3[CH:31]=[CH:30][C:29]([Cl:32])=[CH:28][CH:27]=3)[C:23](=[O:25])[CH3:24])[CH2:14][C@@H:13]2[CH3:33])=[O:11])=[CH:8][CH:7]=1.Br[CH2:37][C:38]([O:40]CC)=[O:39].C(=O)([O-])[O-].[K+].[K+]>CN(C)C=O>[C:23]([N:22]([C:26]1[CH:31]=[CH:30][C:29]([Cl:32])=[CH:28][CH:27]=1)[C@H:15]1[C:16]2[C:21](=[CH:20][CH:19]=[CH:18][CH:17]=2)[N:12]([C:10]([C:9]2[CH:8]=[CH:7][C:6]([O:5][CH2:4][CH2:3][CH2:2][NH:1][CH2:37][C:38]([OH:40])=[O:39])=[CH:35][CH:34]=2)=[O:11])[C@@H:13]([CH3:33])[CH2:14]1)(=[O:25])[CH3:24] |f:2.3.4|. Procedure: {[3-(4-{[(2S,4R)-4-[acetyl(4-chlorophenyl)amino]-2-methyl-3,4-dihydroquinolin-1(2H)-yl]carbonyl}phenoxy)propyl]amino}acetic acid was prepared from (2S,4R)-N-{1-[4-(3-amino-propoxy)-benzoyl]-2-methyl-1,2,3,4-tetrahydro-quinolin-4-yl}-N-(4-chloro-phenyl)-acetamide. (2S,4R)-N-{1-[4-(3-amino-propoxy)-benzoyl]-2-methyl-1,2,3,4-tetrahydro-quinolin-4-yl}-N-(4-chloro-phenyl)-acetamide (0.036 g, 0.07 mmol) was dissolved in dimethylformamide, ethyl bromoacetate (0.008 mL, 0.07 mmol) and potassium carbonat... Reactants: solid, CN(C(C1=CC(=CC(=C1)C(F)(F)F)C(F)(F)F)=O)C=1C=NC=CC1N1C(CCCC1)C (N-Methyl-N-(2-methyl-3,4,5,6-tetrahydro-2H-[1,4]bipyridinyl-3′-yl)-3,5-bis-trifluoromethyl-benzamide), CN(C(C1=CC(=CC(=C1)C(F)(F)F)C(F)(F)F)=O)C=1C=NC=CC1N1C(CCCC1)C (N-Methyl-N-(2-methyl-3,4,5,6-tetrahydro-2H-[1,4]bipyridinyl-3′-yl)-3,5-bis-trifluoromethyl-benzamide), FC=1C=NC=CC1B(O)O (3-fluoropyridine-4-boronic acid). Yields the product FC=1C=NC=CC1C1=C(C=NC=C1)NC ((3′-Fluoro-[4,4]bipyridinyl-3-yl)-methyl-amine). RXN SMILES: C[N:2]([C:19]1[CH:20]=[N:21][CH:22]=[CH:23][C:24]=1N1CCCCC1C)[C:3](=O)C1C=C(C(F)(F)F)C=C(C(F)(F)F)C=1.[F:32][C:33]1[CH:34]=[N:35][CH:36]=[CH:37][C:38]=1B(O)O>>[F:32][C:33]1[CH:34]=[N:35][CH:36]=[CH:37][C:38]=1[C:24]1[CH:23]=[CH:22][N:21]=[CH:20][C:19]=1[NH:2][CH3:3]. Reported procedure: The title compound was prepared in analogy to example 69, intermediate, from (4-bromo-pyridin-3-yl)-methyl-amine (example 25, intermediate b) and 3-fluoropyridine-4-boronic acid (CAS RN 458532-97-3). Brown solid (92%). MS (ESI): m/z=204.2 [M+H]+. Reactants: FC=1C=CC2=C(CCC=3C(=NC=CC3)C2=C2CCN(CC2)C(=O)OCC)C1 (8-Fluoro-11-(1-ethoxycarbonyl-4-piperidylidene)-6,11-dihydro-5H-benzo[5,6]cyclohepta[1,2-b]pyridine), [OH-].[K+] (KOH). Run in C(C)O.O (ethanol water), [Cl-].[Na+].O (brine). Product: FC=1C=CC2=C(CCC=3C(=NC=CC3)C2=C2CCNCC2)C1 (8-Fluoro-11-(4-piperidylidene)-6,11-dihydro-5H-benzo-[5,6]cyclohepta[1,2-b]pyridine). Yield: 95.7%. Reaction SMILES: [F:1][C:2]1[CH:3]=[CH:4][C:5]2[C:15](=[C:16]3[CH2:21][CH2:20][N:19](C(OCC)=O)[CH2:18][CH2:17]3)[C:10]3=[N:11][CH:12]=[CH:13][CH:14]=[C:9]3[CH2:8][CH2:7][C:6]=2[CH:27]=1.[OH-].[K+]>C(O)C.O.[Cl-].[Na+].O>[F:1][C:2]1[CH:3]=[CH:4][C:5]2[C:15](=[C:16]3[CH2:17][CH2:18][NH:19][CH2:20][CH2:21]3)[C:10]3=[N:11][CH:12]=[CH:13][CH:14]=[C:9]3[CH2:8][CH2:7][C:6]=2[CH:27]=1 |f:1.2,3.4,5.6.7|. Procedure details: 8-Fluoro-11-(1-ethoxycarbonyl-4-piperidylidene)-6,11-dihydro-5H-benzo[5,6]cyclohepta[1,2-b]pyridine (3.6 g, 9.8 mmol.) was refluxed with KOH (4.5 g) in 50 mL of ethanol/water (1:1) for 66 hours under an argon atmosphere. The reaction mixture was poured into a brine solution and extracted twice with ethyl acetate. The extracts were combined and then dried over Na2SO4 and filtered. Solvent was removed to give 2.76 grams (yield=95%) of the title compound, m.p.=133.5°-134.5° C. Reactants: ClCC1=NC(=NO1)C=1N=CN2C1CN(C(C1=C2C=CC(=C1)F)=O)C (3-(5-chloromethyl-1,2,4-oxadiazol-3-yl)-8-fluoro-5-methyl-5,6-dihydro-4H-imidazo[1,5-a]-[1,4]benzodiazepin-6-one), C(C)(C)NC(C)C (diisopropylamine). Run in CN(C=O)C (N,N-dimethylformamide). Reaction conditions: time 18 hour. Product: C(C)(C)N(C(C)C)CC1=NC(=NO1)C=1N=CN2C1CN(C(C1=C2C=CC(=C1)F)=O)C (3-(5-diisopropylaminomethyl-1,2,4-oxadiazol-3-yl)-8-fluoro-5-methyl-5,6-dihydro-4H-imidazo[1,5-a][1,4]benzodiazepin-6-one). Yield: 43.8%. As a reaction SMILES: Cl[CH2:2][C:3]1[O:7][N:6]=[C:5]([C:8]2[N:9]=[CH:10][N:11]3[C:17]4[CH:18]=[CH:19][C:20]([F:22])=[CH:21][C:16]=4[C:15](=[O:23])[N:14]([CH3:24])[CH2:13][C:12]=23)[N:4]=1.[CH:25]([NH:28][CH:29]([CH3:31])[CH3:30])([CH3:27])[CH3:26]>CN(C)C=O>[CH:25]([N:28]([CH2:2][C:3]1[O:7][N:6]=[C:5]([C:8]2[N:9]=[CH:10][N:11]3[C:17]4[CH:18]=[CH:19][C:20]([F:22])=[CH:21][C:16]=4[C:15](=[O:23])[N:14]([CH3:24])[CH2:13][C:12]=23)[N:4]=1)[CH:29]([CH3:31])[CH3:30])([CH3:27])[CH3:26]. Reported procedure: A suspension of 1.04 g (3.0 mmol) of 3-(5-chloromethyl-1,2,4-oxadiazol-3-yl)-8-fluoro-5-methyl-5,6-dihydro-4H-imidazo[1,5-a]-[1,4]benzodiazepin-6-one in 10 ml of N,N-dimethylformamide was treated with 1.27 ml (9.0 mmol) of diisopropylamine. After stirring at room temperature for 18 hrs. the solution obtained was concentrated and the residue was taken up in 10 ml of water and stirred in an ultrasound bath for 2 hrs. The crystals were filtered off under suction and dissolved in methylene chloride,...